Dataset: the Open Reaction Database (ORD), a public repository of structured organic reaction records. Task: describe an organic reaction: reactants, conditions, products, and yield Reactants: C(C=C)N1C[C@@H](N(C[C@H]1C)C(C1=CC(=CC=C1)N)C1=CC=C(C(=O)N(CC)CC)C=C1)C ((±)-4-(α-(trans-4-Allyl-2,5-dimethyl-1-piperazinyl)-3-aminobenzyl)-N,N-diethylbenzamide), C(=O)OCC (ethyl formate). Yields the product C(C=C)N1C[C@@H](N(C[C@H]1C)C(C1=CC(=CC=C1)NC=O)C1=CC=C(C(=O)N(CC)CC)C=C1)C ((±)-trans-4-(α-(4-allyl-2,5-dimethyl-1-piperazinyl)-3-formamidobenzyl)-N,N-diethylbenzamide). Isolated yield 51.0%. As a reaction SMILES: [CH2:1]([N:4]1[C@H:9]([CH3:10])[CH2:8][N:7]([CH:11]([C:19]2[CH:31]=[CH:30][C:22]([C:23]([N:25]([CH2:28][CH3:29])[CH2:26][CH3:27])=[O:24])=[CH:21][CH:20]=2)[C:12]2[CH:17]=[CH:16][CH:15]=[C:14]([NH2:18])[CH:13]=2)[C@@H:6]([CH3:32])[CH2:5]1)[CH:2]=[CH2:3].[CH:33](OCC)=[O:34]>>[CH2:1]([N:4]1[C@H:9]([CH3:10])[CH2:8][N:7]([CH:11]([C:19]2[CH:20]=[CH:21][C:22]([C:23]([N:25]([CH2:26][CH3:27])[CH2:28][CH3:29])=[O:24])=[CH:30][CH:31]=2)[C:12]2[CH:17]=[CH:16][CH:15]=[C:14]([NH:18][CH:33]=[O:34])[CH:13]=2)[C@@H:6]([CH3:32])[CH2:5]1)[CH:2]=[CH2:3]. Procedure: (±)-4-(α-(trans-4-Allyl-2,5-dimethyl-1-piperazinyl)-3-aminobenzyl)-N,N-diethylbenzamide (0.42 g, 0.97 mmol) (Example 32, infra) was dissolved in 15 mL of ethyl formate and heated at reflux overnight under nitrogen. The reaction was concentrated to dryness and purified by chromatography on silica gel with ethanol (0-10%) in dichloromethane to give 0.23 g (51%) of (±)-trans-4-(α-(4-allyl-2,5-dimethyl-1-piperazinyl)-3-formamidobenzyl)-N,N-diethylbenzamide. NMR (300 MHz, CDCl3): δ 1.0 (m, 3H) ; 1.2 ... Reactants: CC(O)CCO, CCN(CC)CCNC(=O)c1cc(Cl)c(N)cc1O, CCOC(=O)N=NC(=O)OCC, C1CCOC1, c1ccc(P(c2ccccc2)c2ccccc2)cc1. Yields the product CCN(CC)CCNC(=O)c1cc(Cl)c(N)cc1OCCC(C)O. As a reaction SMILES: [CH2:39]([CH2:40][CH:41]([CH3:42])[OH:43])[OH:44].[NH2:1][c:2]1[cH:3][c:4]([OH:19])[c:5]([C:6](=[O:7])[NH:8][CH2:9][CH2:10][N:11]([CH2:12][CH3:13])[CH2:14][CH3:15])[cH:16][c:17]1[Cl:18].[O:45]=[C:46]([O:47][CH2:48][CH3:49])[N:50]=[N:51][C:52]([O:53][CH2:54][CH3:55])=[O:56].[O:57]1[CH2:58][CH2:59][CH2:60][CH2:61]1.[c:20]1([P:21]([c:22]2[cH:23][cH:24][cH:25][cH:26][cH:27]2)[c:28]2[cH:29][cH:30][cH:31][cH:32][cH:33]2)[cH:34][cH:35][cH:36][cH:37][cH:38]1>>[NH2:1][c:2]1[cH:3][c:4]([O:19][CH2:39][CH2:40][CH:41]([CH3:42])[OH:43])[c:5]([C:6](=[O:7])[NH:8][CH2:9][CH2:10][N:11]([CH2:12][CH3:13])[CH2:14][CH3:15])[cH:16][c:17]1[Cl:18]. Product: C(C)(C)(C)C1=C(C=CC(=C1)F)O (2-tert-butyl-4-fluorophenol). Reaction conditions: time 8 hour. Yield: 42.0%. Procedure: 4-Fluorophenol (5 g, 45 mmol) and tent-butanol (5.9 mL, 63 mmol) were dissolved in CH2Cl2 (80 mL) and treated with concentrated sulfuric acid (98%, 3 mL). The mixture was stirred at room temperature overnight. The organic layer was washed with water, neutralized with NaHCO3, dried over MgSO4 and concentrated. The residue was purified by column chromatography (5-15% EtOAc-Hexane) to give 2-tert-butyl-4-fluorophenol (3.12 g, 42%). 1H NMR (400 MHz, DMSO-d6) δ 9.32 (s, 1H), 6.89 (dd, J=11.1, 3.1 Hz,... Reactants: FC1=CC=C(C=C1)O (4-Fluorophenol), C(CCC)O (butanol), C(Cl)Cl (CH2Cl2), S(O)(O)(=O)=O (sulfuric acid). Reaction SMILES: [F:1][C:2]1[CH:7]=[CH:6][C:5]([OH:8])=[CH:4][CH:3]=1.C(O)[CH2:10][CH2:11][CH3:12].S(=O)(=O)(O)O.[CH2:19](Cl)Cl>>[C:11]([C:6]1[CH:7]=[C:2]([F:1])[CH:3]=[CH:4][C:5]=1[OH:8])([CH3:10])([CH3:12])[CH3:19]. The reactants are ClC1=C(C=NC2=CC(=C(C=C12)OC)OC)C#N (4-chloro-6,7-dimethoxy-3-quinolinecarbonitrile), product, C(C)OCCO (2-ethoxyethanol), NC1=CC2=C(NN=N2)C=C1 (5-aminobenzotriazole), Cl.N1=CC=CC=C1 (pyridine hydrochloride). The product is N1=NNC2=C1C=CC(=C2)NC2=C(C=NC1=C(C(=C(C=C21)OC)OC)OC)C#N (4-(3H-Benzotriazol-5-ylamino)-6,7,8-Trimethoxy-quinoline-3-carbonitrile). As a reaction SMILES: Cl[C:2]1[C:11]2[C:6](=[CH:7][C:8]([O:14][CH3:15])=[C:9]([O:12][CH3:13])[CH:10]=2)[N:5]=[CH:4][C:3]=1[C:16]#[N:17].[NH2:18][C:19]1[CH:27]=[CH:26][C:22]2[NH:23][N:24]=[N:25][C:21]=2[CH:20]=1.Cl.N1C=CC=CC=1.[CH2:35]([O:37]CCO)C>>[N:23]1[C:22]2[CH:26]=[CH:27][C:19]([NH:18][C:2]3[C:11]4[C:6](=[C:7]([O:37][CH3:35])[C:8]([O:14][CH3:15])=[C:9]([O:12][CH3:13])[CH:10]=4)[N:5]=[CH:4][C:3]=3[C:16]#[N:17])=[CH:20][C:21]=2[NH:25][N:24]=1 |f:2.3|. Reported procedure: Using an analogous procedure to that described in Example 150, 278.7 mg (1 mmol) of 4-chloro-6,7-dimethoxy-3-quinolinecarbonitrile, 161.3 mg (1.2 mmol) of 5-aminobenzotriazole and 115.6 mg (1 mmol) of pyridine hydrochloride in 10 mL of 2-ethoxyethanol was refluxed for 10 min. The work up gave 246.3 mg (65.4%) of the product as a yellow solid, m.p. 205° C. (dec.), mass (electrospray, m/e): M+H 376.9. HRCIMS: calcd 376.128 for C19H16N6O3(M+), obsd 376.1264. Reactants: Cl (HCl), C(C)(C)(C)OC(=O)NC1(CC1)C=1NC(=CC1C(=O)OCC)C1=C2N=C(C(=NC2=CC=C1)C)NC(C)(C)C (ethyl 2-(1-((tert-butoxycarbonyl)amino)cyclopropyl)-5-(3-(tert-butylamino)-2-methylquinoxalin-5-yl)-1H-pyrrole-3-carboxylate), LiOH monohydrate. Run in O1CCOCC1 (dioxane), O1CCOCC1 (dioxane), O (water), O1CCOCC1 (dioxane). Run at temperature 110 celsius, time 24 hour. Product: Cl.NC1(CC1)C=1NC(=CC1C(=O)O)C1=C2N=C(C(=NC2=CC=C1)C)NC(C)(C)C (2-(1-aminocyclopropyl)-5-(3-(tert-butylamino)-2-methylquinoxalin-5-yl)-1H-pyrrole-3-carboxylic acid hydrochloride). RXN SMILES: C(OC([NH:8][C:9]1([C:12]2[NH:13][C:14]([C:22]3[CH:31]=[CH:30][CH:29]=[C:28]4[C:23]=3[N:24]=[C:25]([NH:33][C:34]([CH3:37])([CH3:36])[CH3:35])[C:26]([CH3:32])=[N:27]4)=[CH:15][C:16]=2[C:17]([O:19]CC)=[O:18])[CH2:11][CH2:10]1)=O)(C)(C)C.[ClH:38]>O1CCOCC1.O>[ClH:38].[NH2:8][C:9]1([C:12]2[NH:13][C:14]([C:22]3[CH:31]=[CH:30][CH:29]=[C:28]4[C:23]=3[N:24]=[C:25]([NH:33][C:34]([CH3:37])([CH3:36])[CH3:35])[C:26]([CH3:32])=[N:27]4)=[CH:15][C:16]=2[C:17]([OH:19])=[O:18])[CH2:11][CH2:10]1 |f:4.5|. Procedure details: A solution of ethyl 2-(1-((tert-butoxycarbonyl)amino)cyclopropyl)-5-(3-(tert-butylamino)-2-methylquinoxalin-5-yl)-1H-pyrrole-3-carboxylate (324b) (1.1 g, 2.16 mmol) in 8 mL of dioxane and 8 mL of water was added LiOH monohydrate (0.45 g, 10.83 mmol) and heated in an oil bath at 110° C. for 18 h. It was concentrated under reduced pressure to half of its volume. The remaining mixture was lyophilized for 24 h to give a yellow solid. m/z (ESI, +ve) 480.2 (M+H)+. To the yellow solid suspended in 5 mL... Reactants: CCO, CON=Cc1cccc2[nH]ccc12, Cl. The product is NCc1cccc2[nH]ccc12. As a reaction SMILES: [CH3:15][CH2:16][OH:17].[CH3:1][O:2][N:3]=[CH:4][c:5]1[c:6]2[cH:7][cH:8][nH:9][c:10]2[cH:11][cH:12][cH:13]1.[ClH:14]>>[NH2:3][CH2:4][c:5]1[c:6]2[cH:7][cH:8][nH:9][c:10]2[cH:11][cH:12][cH:13]1. Reactants: COC(C=CC1=CC=C(C=C1)OC)=O (4-methoxycinnamic acid methyl ester), [N+](=O)([O-])C (nitromethane), CN(C(N(C)C)=N)C (tetramethylguanidine). Run in C(C)OCC (diethyl ether), Cl (hydrochloric acid). Conditions: time 72 hour. Yields the product COC(CC(C[N+](=O)[O-])C1=CC=C(C=C1)OC)=O (4-nitro-3-(4-methoxyphenyl)butanoic acid methyl ester). As a reaction SMILES: [CH3:1][O:2][C:3](=[O:14])[CH:4]=[CH:5][C:6]1[CH:11]=[CH:10][C:9]([O:12][CH3:13])=[CH:8][CH:7]=1.[N+:15]([CH3:18])([O-:17])=[O:16].CN(C)C(=N)N(C)C>C(OCC)C.Cl>[CH3:1][O:2][C:3](=[O:14])[CH2:4][CH:5]([C:6]1[CH:11]=[CH:10][C:9]([O:12][CH3:13])=[CH:8][CH:7]=1)[CH2:18][N+:15]([O-:17])=[O:16]. Procedure details: A mixture of 288 g of 4-methoxycinnamic acid methyl ester, 500 g of nitromethane and 23 g of tetramethylguanidine is allowed to stir for 72 hours. The solution is diluted with diethyl ether and aqueous hydrochloric acid solution (1 N, 1 liter) is added. The organic layer is separated, dried over anhydrous magnesium sulfate, and evaporated to give 4-nitro-3-(4-methoxyphenyl)butanoic acid methyl ester. Reaction SMILES: [OH:1][CH2:2][CH2:3][N:4]1[C:13]2[C:8](=[CH:9][C:10]([F:15])=[C:11]([Cl:14])[CH:12]=2)[C:7](=[O:16])[C:6]([C:17]([OH:19])=[O:18])=[CH:5]1.[NH:20]1[CH2:25][CH2:24][NH:23][CH2:22][CH2:21]1>N1C=CC=CC=1>[ClH:14].[OH:1][CH2:2][CH2:3][N:4]1[C:13]2[C:8](=[CH:9][C:10]([F:15])=[C:11]([N:20]3[CH2:25][CH2:24][NH:23][CH2:22][CH2:21]3)[CH:12]=2)[C:7](=[O:16])[C:6]([C:17]([OH:19])=[O:18])=[CH:5]1 |f:3.4|. Starting materials: OCCN1C=C(C(C2=CC(=C(C=C12)Cl)F)=O)C(=O)O (1-(2-hydroxyethyl)-6-fluoro-7-chloro-4-oxo-1,4-dihydroquinoline-3-carboxylic acid), N1CCNCC1 (piperazine). Run in N1=CC=CC=C1 (pyridine). Procedure details: A mixture of 1-(2-hydroxyethyl)-6-fluoro-7-chloro-4-oxo-1,4-dihydroquinoline-3-carboxylic acid 2.85 g (0.01 mole), piperazine 4.3 g (0.05 mole) and pyridine 4 ml was refluxed at 135°-145° C. for 8 hours by heating. After cooling, the reaction mixture was evaporated under vacuum. The residue was acidified with acetic acid and the insoluble matters were removed by filtration. The filtrate was neutralized with an aqueous solution of caustic soda. The precipitated crystals were collected by filtrati... The product is Cl.OCCN1C=C(C(C2=CC(=C(C=C12)N1CCNCC1)F)=O)C(=O)O (1-(2-hydroxyethyl)-6-fluoro-7-(1-piperazinyl)-4-oxo-1,4-dihydroquinoline-3-carboxylic acid hydrochloride). Yield: 51.1%. The reactants are [OH-].[Na+] (NaOH), C(Cl)C1CO1 (epichlorohydrin), C(Cl)C1CO1 (epichlorohydrin). Reaction conditions: temperature 118 celsius, time 0.5 hour. Product: C(C1CO1)OCC1CO1 (glycidyl ether). Isolated yield 651.6%. Reaction SMILES: [OH-:1].[Na+].[CH2:3]([CH:5]1[O:7][CH2:6]1)Cl>>[CH2:3]([O:1][CH2:3][CH:5]1[O:7][CH2:6]1)[CH:5]1[O:7][CH2:6]1 |f:0.1|. Procedure details: To a 5-liter, 4-necked round-bottomed flask fitted with a condenser, addition funnel, stirrer, and thermometer were charged 1260 g (1.71 moles) above polyisopropylphenol. A 50% NaOH solution (137.3 g, 1.71 moles) was then added and the mixture heated with stirring to reflux (118° C.) and held there for 0.5 hours. The mixture was vacuum stripped at 100° (0.5 mm) to remove water, recharged with 50 g toluene, and restripped (105°, 0.2 mm) to azeotropically remove the last traces of water. The react...